From a dataset of the Open Reaction Database (ORD), a public repository of structured organic reaction records. describe an organic reaction: reactants, conditions, products, and yield Reactants: Br, CC(=O)O, CCOC(C)=O, COc1ccc2c(c1)C(O)(C1CC1)c1cccnc1CO2, [Na+], [OH-], O. The product is COc1ccc2c(c1)C(=CCCBr)c1cccnc1CO2. Reaction SMILES: [BrH:22].[CH3:26][C:27](=[O:28])[OH:29].[CH3:30][CH2:31][O:32][C:33](=[O:34])[CH3:35].[CH:1]1([C:4]2([OH:21])[c:5]3[c:6]([n:17][cH:18][cH:19][cH:20]3)[CH2:7][O:8][c:9]3[c:10]2[cH:11][c:12]([O:15][CH3:16])[cH:13][cH:14]3)[CH2:2][CH2:3]1.[Na+:25].[OH-:24].[OH2:23]>>[CH:1]([CH2:2][CH2:3][Br:22])=[C:4]1[c:5]2[c:6]([n:17][cH:18][cH:19][cH:20]2)[CH2:7][O:8][c:9]2[c:10]1[cH:11][c:12]([O:15][CH3:16])[cH:13][cH:14]2. Starting materials: solid, BrC1=CC(=CC=2C(=C3N(C12)CCNC3=O)C)C#N (6-bromo-10-methyl-1-oxo-1,2,3,4-tetrahydro-pyrazino[1,2-a]indole-8-carbonitrile), BrC1=CC(=CC=2C(=C3N(C12)CCNC3=O)C)C#N (6-bromo-10-methyl-1-oxo-1,2,3,4-tetrahydro-pyrazino[1,2-a]indole-8-carbonitrile), ClC1=C(C=CC(=C1)Cl)B(O)O (2,4-dichloro-phenylboronic acid). Yields the product ClC1=C(C=CC(=C1)Cl)C1=CC(=CC=2C(=C3N(C12)CCNC3=O)C)C#N (6-(2,4-Dichloro-phenyl)-10-methyl-1-oxo-1,2,3,4-tetrahydro-pyrazino[1,2-a]indole-8-carbonitrile). As a reaction SMILES: Br[C:2]1[C:10]2[N:9]3[CH2:11][CH2:12][NH:13][C:14](=[O:15])[C:8]3=[C:7]([CH3:16])[C:6]=2[CH:5]=[C:4]([C:17]#[N:18])[CH:3]=1.[Cl:19][C:20]1[CH:25]=[C:24]([Cl:26])[CH:23]=[CH:22][C:21]=1B(O)O>>[Cl:19][C:20]1[CH:25]=[C:24]([Cl:26])[CH:23]=[CH:22][C:21]=1[C:2]1[C:10]2[N:9]3[CH2:11][CH2:12][NH:13][C:14](=[O:15])[C:8]3=[C:7]([CH3:16])[C:6]=2[CH:5]=[C:4]([C:17]#[N:18])[CH:3]=1. Procedure: The title compound, light grey solid (70 mg, 76%), MS (ISP) m/z=370.4 [(M+H)+], mp 274° C., was prepared in accordance with the general method of example 1 from 6-bromo-10-methyl-1-oxo-1,2,3,4-tetrahydro-pyrazino[1,2-a]indole-8-carbonitrile (intermediate 16) (76 mg, 0.25 mmol) and commercially available 2,4-dichloro-phenylboronic acid (62.0 mg, 0.325 mmol). Procedure: Stir 1-bromomethyl-4-hydroxymethyl benzene (20.75 g) in CH2Cl2 (300 ml) with diisopropylethylamine (14.01 g) at 18° C., and add a solution of t-butyl dimethylsilyl chloride (16.34 g) in CH2Cl2 (100 ml). Stir for one half hour at room temperature, then reflux for 19 hours under a N2 atmosphere. Monitor reaction progress by TLC. The reactants are BrCC1=CC=C(C=C1)CO (1-bromomethyl-4-hydroxymethyl benzene), C(C)(C)N(CC)C(C)C (diisopropylethylamine), [Si](C)(C)(C(C)(C)C)Cl (t-butyl dimethylsilyl chloride). Product: BrC(C)C1=CC=C(C=C1)CO[Si](C)(C)C(C)(C)C (1-BROMOETHYL-4-[(1,1-DIMETHYLETHYL)DIMETHYL SILYL]OXYMETHYLBENZENE). The solvent is C(Cl)Cl (CH2Cl2), C(Cl)Cl (CH2Cl2). As a reaction SMILES: [Br:1][CH2:2][C:3]1[CH:8]=[CH:7][C:6]([CH2:9][OH:10])=[CH:5][CH:4]=1.[CH:11](N(C(C)C)CC)(C)C.[Si:20](Cl)([C:23]([CH3:26])([CH3:25])[CH3:24])([CH3:22])[CH3:21]>C(Cl)Cl>[Br:1][CH:2]([C:3]1[CH:8]=[CH:7][C:6]([CH2:9][O:10][Si:20]([C:23]([CH3:26])([CH3:25])[CH3:24])([CH3:22])[CH3:21])=[CH:5][CH:4]=1)[CH3:11]. Starting materials: [NH4+], [OH-], O, O=P(Cl)(Cl)Cl, CCCCn1nc(C(N)=O)cc1CCCS(=O)(=O)c1ccccc1. The product is CCCCn1nc(C#N)cc1CCCS(=O)(=O)c1ccccc1. As a reaction SMILES: [NH4+:30].[OH-:31].[OH2:32].[P:1]([Cl:2])([Cl:3])([Cl:4])=[O:5].[c:6]1([S:12](=[O:13])(=[O:14])[CH2:15][CH2:16][CH2:17][c:18]2[cH:19][c:20]([C:27](=[O:28])[NH2:29])[n:21][n:22]2[CH2:23][CH2:24][CH2:25][CH3:26])[cH:7][cH:8][cH:9][cH:10][cH:11]1>>[c:6]1([S:12](=[O:13])(=[O:14])[CH2:15][CH2:16][CH2:17][c:18]2[cH:19][c:20]([C:27]#[N:29])[n:21][n:22]2[CH2:23][CH2:24][CH2:25][CH3:26])[cH:7][cH:8][cH:9][cH:10][cH:11]1.